Task: describe an organic reaction: reactants, conditions, products, and yield. Dataset: the Open Reaction Database (ORD), a public repository of structured organic reaction records The reactants are C1CCNCC1, C=CCOc1ccc(O)c2c1NC(=O)CC2, CCO. Yields the product C=CCOc1cc(CN2CCCCC2)c(O)c2c1NC(=O)CC2. As a reaction SMILES: [CH2:17]1[CH2:18][CH2:19][NH:20][CH2:21][CH2:22]1.[CH2:1]([CH:2]=[CH2:3])[O:4][c:5]1[cH:6][cH:7][c:8]([OH:16])[c:9]2[c:14]1[NH:13][C:12](=[O:15])[CH2:11][CH2:10]2.[CH3:23][CH2:24][OH:25]>>[CH2:1]([CH:2]=[CH2:3])[O:4][c:5]1[cH:6][c:7]([CH2:23][N:20]2[CH2:19][CH2:18][CH2:17][CH2:22][CH2:21]2)[c:8]([OH:16])[c:9]2[c:14]1[NH:13][C:12](=[O:15])[CH2:11][CH2:10]2. The product is CS(=O)(=O)Nc1cccc(C(C(=O)O)=C2c3ccccc3CCc3ccccc32)c1. As a reaction SMILES: [CH2:1]([CH3:2])[O:3][C:4]([C:5]([c:6]1[cH:7][c:8]([NH:12][S:13](=[O:14])(=[O:15])[CH3:16])[cH:9][cH:10][cH:11]1)=[C:17]1[c:18]2[c:19]([cH:28][cH:29][cH:30][cH:31]2)[CH2:20][CH2:21][c:22]2[c:23]1[cH:24][cH:25][cH:26][cH:27]2)=[O:32].[CH3:35][CH2:36][OH:37].[Na+:34].[OH-:33]>>[O:3]=[C:4]([C:5]([c:6]1[cH:7][c:8]([NH:12][S:13](=[O:14])(=[O:15])[CH3:16])[cH:9][cH:10][cH:11]1)=[C:17]1[c:18]2[c:19]([cH:28][cH:29][cH:30][cH:31]2)[CH2:20][CH2:21][c:22]2[c:23]1[cH:24][cH:25][cH:26][cH:27]2)[OH:32]. The reactants are CCOC(=O)C(=C1c2ccccc2CCc2ccccc21)c1cccc(NS(C)(=O)=O)c1, CCO, [Na+], [OH-].